From a dataset of the Open Reaction Database (ORD), a public repository of structured organic reaction records. describe an organic reaction: reactants, conditions, products, and yield The reactants are [BH4-], C=O, CO, COc1ccc(S(=O)(=O)c2ccc(C3CCNC3)c(C)c2)cc1, [Na+]. The product is COc1ccc(S(=O)(=O)c2ccc(C3CCN(C)C3)c(C)c2)cc1. As a reaction SMILES: [BH4-:26].[CH2:1]=[O:2].[CH3:28][OH:29].[CH3:3][O:4][c:5]1[cH:6][cH:7][c:8]([S:11](=[O:12])(=[O:13])[c:14]2[cH:15][c:16]([CH3:25])[c:17]([CH:20]3[CH2:21][NH:22][CH2:23][CH2:24]3)[cH:18][cH:19]2)[cH:9][cH:10]1.[Na+:27]>>[CH3:1][N:22]1[CH2:21][CH:20]([c:17]2[c:16]([CH3:25])[cH:15][c:14]([S:11]([c:8]3[cH:7][cH:6][c:5]([O:4][CH3:3])[cH:10][cH:9]3)(=[O:12])=[O:13])[cH:19][cH:18]2)[CH2:24][CH2:23]1. The reactants are Cl.OCCON (O-(2-hydroxyethyl)hydroxylamine hydrochloride), N1=CC(=CC=C1)C=1C=C(C=CC1)C1=CN=C2N1C=CC(=C2)C=O (3-[3-(pyridin-3-yl)phenyl]imidazo[1,2-α]pyridine-7-carboxaldehyde). Product: OCCON=CC1=CC=2N(C=C1)C(=CN2)C2=CC(=CC=C2)C=2C=NC=CC2 (3-[3-(Pyridin-3-yl)phenyl]imidazo[1,2-α]pyridine-7-carboxaldehyde O-(2-hydroxyethyl)oxime). Reaction SMILES: Cl.[OH:2][CH2:3][CH2:4][O:5][NH2:6].[N:7]1[CH:12]=[CH:11][CH:10]=[C:9]([C:13]2[CH:14]=[C:15]([C:19]3[N:23]4[CH:24]=[CH:25][C:26]([CH:28]=O)=[CH:27][C:22]4=[N:21][CH:20]=3)[CH:16]=[CH:17][CH:18]=2)[CH:8]=1>>[OH:2][CH2:3][CH2:4][O:5][N:6]=[CH:28][C:26]1[CH:25]=[CH:24][N:23]2[C:19]([C:15]3[CH:16]=[CH:17][CH:18]=[C:13]([C:9]4[CH:8]=[N:7][CH:12]=[CH:11][CH:10]=4)[CH:14]=3)=[CH:20][N:21]=[C:22]2[CH:27]=1 |f:0.1|. Procedure details: The title compound was prepared in a similar manner to that described in Example 14 using O-(2-hydroxyethyl)hydroxylamine hydrochloride and 3-[3-(pyridin-3-yl)phenyl]imidazo[1,2-α]pyridine-7-carboxaldehyde to afford a white crystalline solid, essentially as a single geometric isomer, m.p. 149-151° C. 1H NMR (400 MHz, CDCl3) δH 2.20 (1H, br s), 3.93-3.97 (2H, m), 4.32-4.36 (2H, m), 7.28 (1H, dd, J 2 and 7), 7.37-7.44 (1H, m), 7.58-7.68 (4H, m), 7.75 (1H, s), 7.80 (1H, s), 7.90-7.95 (1H, m), 8.17 ...